From a dataset of the Open Reaction Database (ORD), a public repository of structured organic reaction records. describe an organic reaction: reactants, conditions, products, and yield The reactants are CCOC(=O)C(Cc1ccc(OCCc2ccc(NS(C)(=O)=O)cc2)cc1)OCC, [H-], CI, [Na+], C1CCOC1. Yields the product CCOC(=O)C(Cc1ccc(OCCc2ccc(N(C)S(C)(=O)=O)cc2)cc1)OCC. RXN SMILES: [CH2:1]([CH3:2])[O:3][C:4]([CH:5]([CH2:6][c:7]1[cH:8][cH:9][c:10]([O:13][CH2:14][CH2:15][c:16]2[cH:17][cH:18][c:19]([NH:22][S:23](=[O:24])(=[O:25])[CH3:26])[cH:20][cH:21]2)[cH:11][cH:12]1)[O:27][CH2:28][CH3:29])=[O:30].[H-:33].[I:31][CH3:32].[Na+:34].[O:35]1[CH2:36][CH2:37][CH2:38][CH2:39]1>>[CH2:1]([CH3:2])[O:3][C:4]([CH:5]([CH2:6][c:7]1[cH:8][cH:9][c:10]([O:13][CH2:14][CH2:15][c:16]2[cH:17][cH:18][c:19]([N:22]([S:23](=[O:24])(=[O:25])[CH3:26])[CH3:32])[cH:20][cH:21]2)[cH:11][cH:12]1)[O:27][CH2:28][CH3:29])=[O:30]. Reactants: Cl (hydrogen chloride), CNN (methylhydrazine), ice, OC=C1C(C=2C=NN(C2CC1)C)=O (1,5,6,7-tetrahydro-5-hydroxymethylene-1-methyl-4H-indazol-4-one). The solvent is CCOCC (ether), C(C)O (ethanol), CO (methanol), CO (methanol). Yields the product Cl.CN1N=CC2=C1C1=C(N(N=C1)C)CC2 (1,4,5,6-tetrahydro-1,6-dimethylbenzo[1,2-c:3,4-c']dipyrazole monohydrochloride). The yield is 51.0%. As a reaction SMILES: [CH3:1][NH:2][NH2:3].O[CH:5]=[C:6]1[CH2:14][CH2:13][C:12]2[N:11]([CH3:15])[N:10]=[CH:9][C:8]=2[C:7]1=O.[ClH:17]>CO.CCOCC.C(O)C>[ClH:17].[CH3:1][N:2]1[C:7]2[C:8]3[CH:9]=[N:10][N:11]([CH3:15])[C:12]=3[CH2:13][CH2:14][C:6]=2[CH:5]=[N:3]1 |f:6.7|. Reported procedure: A solution of 3.2 ml of methylhydrazine in 30 ml of methanol was added dropwise to an ice-cold solution of 10.5 g of 1,5,6,7-tetrahydro-5-hydroxymethylene-1-methyl-4H-indazol-4-one in 200 ml of methanol. The reaction was heated at reflux for 3.5 hours and the solvent was then removed under reduced pressure. The residue was triturated with a mixture of ether and ethanol to give a crude tan solid. This solid was dissolved in a mixture of ether and ethanol and acidified with ethereal hydrogen chlor... Reactants: [Li]CCCC, Fc1ccccc1-n1ccnc1, CC(C)(C)OC(=O)N1CCC(=O)CC1, C1CCOC1. Product: CC(C)(C)OC(=O)N1CCC(O)(c2nccn2-c2ccccc2F)CC1. RXN SMILES: [CH2:13]([Li:14])[CH2:15][CH2:16][CH3:17].[F:1][c:2]1[c:3](-[n:8]2[cH:9][n:10][cH:11][cH:12]2)[cH:4][cH:5][cH:6][cH:7]1.[O:18]=[C:19]1[CH2:20][CH2:21][N:22]([C:25](=[O:26])[O:27][C:28]([CH3:29])([CH3:30])[CH3:31])[CH2:23][CH2:24]1.[O:32]1[CH2:33][CH2:34][CH2:35][CH2:36]1>>[F:1][c:2]1[c:3](-[n:8]2[c:9]([C:19]3([OH:18])[CH2:20][CH2:21][N:22]([C:25](=[O:26])[O:27][C:28]([CH3:29])([CH3:30])[CH3:31])[CH2:23][CH2:24]3)[n:10][cH:11][cH:12]2)[cH:4][cH:5][cH:6][cH:7]1.